From a dataset of the Open Reaction Database (ORD), a public repository of structured organic reaction records. describe an organic reaction: reactants, conditions, products, and yield Reported procedure: A solution of ethyl 3-(4-amino-3-hydroxyphenyl)-propionate (1.94 g) in ethanol (50 ml) was treated with o-tolyl isothiocyanate (1.66 g) and then heated at 40° C. for 2 hours. The mixture was evaporated then treated with ethanol (50 ml), then with diisopropylcarbodiimide (3 mL) and then stirred at 40° C. for 1 hour. The mixture was evaporated and the residue was treated with diethyl ether (50 ml) then filtered. The filtrate was evaporated to dryness and the residue subjected to flash chromatograp... As a reaction SMILES: [NH2:1][C:2]1[CH:7]=[CH:6][C:5]([CH2:8][CH2:9][C:10]([O:12][CH2:13][CH3:14])=[O:11])=[CH:4][C:3]=1[OH:15].[C:16]1([CH3:25])[C:17]([N:22]=[C:23]=S)=[CH:18][CH:19]=[CH:20][CH:21]=1>C(O)C>[C:16]1([CH3:25])[CH:21]=[CH:20][CH:19]=[CH:18][C:17]=1[NH:22][C:23]1[O:15][C:3]2[CH:4]=[C:5]([CH2:8][CH2:9][C:10]([O:12][CH2:13][CH3:14])=[O:11])[CH:6]=[CH:7][C:2]=2[N:1]=1. Yields the product C1(=C(C=CC=C1)NC=1OC2=C(N1)C=CC(=C2)CCC(=O)OCC)C (Ethyl 3-(2-o-tolylamino-benzoxazol-6-yl)propanoate). The yield is 53.2%. Conditions: temperature 40 celsius, time 1 hour. The reactants are NC1=C(C=C(C=C1)CCC(=O)OCC)O (ethyl 3-(4-amino-3-hydroxyphenyl)-propionate), C=1(C(=CC=CC1)N=C=S)C (o-tolyl isothiocyanate). The solvent is C(C)O (ethanol).